From a dataset of the Open Reaction Database (ORD), a public repository of structured organic reaction records. describe an organic reaction: reactants, conditions, products, and yield Starting materials: CCSCc1cccc(NC(C)=O)c1, ClCCl, O, O=C(OO)c1cccc(Cl)c1. Product: CCS(=O)(=O)Cc1cccc(NC(C)=O)c1. RXN SMILES: [CH2:1]([CH3:2])[S:3][CH2:4][c:5]1[cH:6][c:7]([NH:11][C:12]([CH3:13])=[O:14])[cH:8][cH:9][cH:10]1.[Cl:27][CH2:28][Cl:29].[OH2:26].[OH:15][O:16][C:17]([c:18]1[cH:19][c:20]([Cl:21])[cH:22][cH:23][cH:24]1)=[O:25]>>[CH2:1]([CH3:2])[S:3]([CH2:4][c:5]1[cH:6][c:7]([NH:11][C:12]([CH3:13])=[O:14])[cH:8][cH:9][cH:10]1)(=[O:15])=[O:26]. The reactants are C1CCOC1, CNC=O, Cl, [H-], [Na+], ClCc1ccncc1. Product: CN(C=O)Cc1ccncc1. Reaction SMILES: [CH2:16]1[O:17][CH2:18][CH2:19][CH2:20]1.[CH3:10][NH:11][CH:12]=[O:13].[ClH:9].[H-:15].[Na+:14].[cH:1]1[cH:2][c:3]([CH2:7][Cl:8])[cH:4][cH:5][n:6]1>>[cH:1]1[cH:2][c:3]([CH2:7][N:11]([CH3:10])[CH:12]=[O:13])[cH:4][cH:5][n:6]1. Starting materials: FC=1C=C(C[C@H]2N(CC[C@H](C2)C2=CC(NO2)=O)C(=O)OC)C=CC1F ((2S,4R)-Methyl 2-(3,4-difluorobenzyl)-4-(3-oxo-2,3-dihydroisoxazol-5-yl)piperidine-1-carboxylate), Br (hydrogen bromide). Run at time 8 hour. The product is FC=1C=C(C[C@H]2NCC[C@H](C2)C2=CC(NO2)=O)C=CC1F (5-((2S,4R)-2-(3,4-difluorobenzyl)piperidin-4-yl)isoxazol-3(2H)-one). Isolated yield 27.3%. RXN SMILES: [F:1][C:2]1[CH:3]=[C:4]([CH:22]=[CH:23][C:24]=1[F:25])[CH2:5][C@@H:6]1[CH2:11][C@H:10]([C:12]2[O:16][NH:15][C:14](=[O:17])[CH:13]=2)[CH2:9][CH2:8][N:7]1C(OC)=O.Br>>[F:1][C:2]1[CH:3]=[C:4]([CH:22]=[CH:23][C:24]=1[F:25])[CH2:5][C@@H:6]1[CH2:11][C@H:10]([C:12]2[O:16][NH:15][C:14](=[O:17])[CH:13]=2)[CH2:9][CH2:8][NH:7]1. Procedure: (2S,4R)-Methyl 2-(3,4-difluorobenzyl)-4-(3-oxo-2,3-dihydroisoxazol-5-yl)piperidine-1-carboxylate (596 mg, 1.69 mmol) (from example 120, step 3) was dissolved in hydrogen bromide (33% in acetic acid, 15 mL, 85.65 mmol) and the mixture stirred at room temperature overnight. The solvent was evaporated and the residue purified by preparative HPLC (Instrument: FractionLynx I, Mobilphase: gradient 5-95% MeCN in 0.2% NH3, pH 10, Column: Xbridge Prep C18 5 μm OBD 19*150 mm) to yield 5-((2S,4R)-2-(3,4-di... Reactants: Cc1ccccc1N, CC(=O)OC(C)=O, O=CO, ClCCl. The product is Cc1ccccc1NC=O. RXN SMILES: [CH3:11][c:12]1[c:13]([NH2:14])[cH:15][cH:16][cH:17][cH:18]1.[CH3:4][C:5]([O:6][C:7](=[O:8])[CH3:9])=[O:10].[CH:1](=[O:2])[OH:3].[Cl:19][CH2:20][Cl:21]>>[CH:1](=[O:3])[NH:14][c:13]1[c:12]([CH3:11])[cH:18][cH:17][cH:16][cH:15]1. Starting materials: ice water, OC(CN(CCC1=CC=C(C=C1)O)CC(COC1=CC=CC=C1)O)COC1=CC=CC=C1 (p-[2-[bis[(RS)-2-hydroxy-3-phenoxypropyl]amino]ethyl]phenol), C(C1=CC=CC=C1)Br (benzyl bromide), [OH-].[K+] (potassium hydroxide). Run in C(CC)O (n-propanol). The product is C(C1=CC=CC=C1)OC1=CC=C(CCN(CC(COC2=CC=CC=C2)O)CC(COC2=CC=CC=C2)O)C=C1 (1,1'-[[p-(benzyloxy)phenethyl]imino]bis-[(RS)-3-phenoxy-2-propanol]). As a reaction SMILES: [OH:1][CH:2]([CH2:25][O:26][C:27]1[CH:32]=[CH:31][CH:30]=[CH:29][CH:28]=1)[CH2:3][N:4]([CH2:14][CH:15]([OH:24])[CH2:16][O:17][C:18]1[CH:23]=[CH:22][CH:21]=[CH:20][CH:19]=1)[CH2:5][CH2:6][C:7]1[CH:12]=[CH:11][C:10]([OH:13])=[CH:9][CH:8]=1.[CH2:33](Br)[C:34]1[CH:39]=[CH:38][CH:37]=[CH:36][CH:35]=1.[OH-].[K+]>C(O)CC>[CH2:33]([O:13][C:10]1[CH:9]=[CH:8][C:7]([CH2:6][CH2:5][N:4]([CH2:14][CH:15]([OH:24])[CH2:16][O:17][C:18]2[CH:19]=[CH:20][CH:21]=[CH:22][CH:23]=2)[CH2:3][CH:2]([OH:1])[CH2:25][O:26][C:27]2[CH:32]=[CH:31][CH:30]=[CH:29][CH:28]=2)=[CH:12][CH:11]=1)[C:34]1[CH:39]=[CH:38][CH:37]=[CH:36][CH:35]=1 |f:2.3|. Procedure details: A solution of 1.0 g of p-[2-[bis[(RS)-2-hydroxy-3-phenoxypropyl]amino]ethyl]phenol, 0.27 ml of benzyl bromide and 257 mg of potassium hydroxide in 30 ml of n-propanol was heated to 120° for 18 hours. The reaction mixture was poured on to ice-water and extracted with ethyl acetate. The crude product obtained after evaporation of the solvent was chromatographed on silica gel. The fractions which were uniform according to thin-layer chromatography were recrystallized from acetone-hexane and yielded...